Dataset: the Open Reaction Database (ORD), a public repository of structured organic reaction records. Task: describe an organic reaction: reactants, conditions, products, and yield Run in O1CCOCC1 (1,4-dioxane). The reactants are ClC1=NC=C2C=C(C(N(C2=C1)C)=O)C=1C=C(C=CC1C)NC(C1=CC(=CC=C1)C(F)(F)F)=O (N-[3-(7-Chloro-1-methyl-2-oxo-1,2-dihydro-[1,6]naphthyridin-3-yl)-4-methyl-phenyl]-3-trifluoromethyl-benzamide), C(C1=CC=CC=C1)N (benzylamine), Pd2(dba)2, [Cl-].C(C)(C)C1=C(C(=CC=C1)C(C)C)[N+]1=CN(C=C1)C1=C(C=CC=C1C(C)C)C(C)C (1,3-Bis(2,6-di-i-propylphenyl)imidazolium chloride), potassium tert-butanoxide. Procedure: N-[3-(7-Chloro-1-methyl-2-oxo-1,2-dihydro-[1,6]naphthyridin-3-yl)-4-methyl-phenyl]-3-trifluoromethyl-benzamide (100 mg, 0.21 mmol) is mixed with benzylamine (35 mg, 0.32 mmol), Pd2(dba)2 (4.8 mg, 2.5%), 1,3-Bis(2,6-di-i-propylphenyl)imidazolium chloride (4.6 mg, 5%) and potassium tert-butanoxide (35.6 mg, 0.32 mmol) under an argon environment. 6 mL of anhydrous 1,4-dioxane is added and the reaction is continued at 100° C. for 14 hours. After cooling and removal of solvent under vacuum, the crude... The product is C(C1=CC=CC=C1)NC1=NC=C2C=C(C(N(C2=C1)C)=O)C=1C=C(C=CC1C)NC(C1=CC(=CC=C1)C(F)(F)F)=O (N-[3-(7-Benzylamino-1-methyl-2-oxo-1,2-dihydro-[1,6]naphthyridin-3-yl)-4-methyl-phenyl]-3-trifluoromethyl-benzamide). RXN SMILES: Cl[C:2]1[CH:11]=[C:10]2[C:5]([CH:6]=[C:7]([C:14]3[CH:15]=[C:16]([NH:21][C:22](=[O:33])[C:23]4[CH:28]=[CH:27][CH:26]=[C:25]([C:29]([F:32])([F:31])[F:30])[CH:24]=4)[CH:17]=[CH:18][C:19]=3[CH3:20])[C:8](=[O:13])[N:9]2[CH3:12])=[CH:4][N:3]=1.[CH2:34]([NH2:41])[C:35]1[CH:40]=[CH:39][CH:38]=[CH:37][CH:36]=1.[Cl-].C(C1C=CC=C(C(C)C)C=1[N+]1C=CN(C2C(C(C)C)=CC=CC=2C(C)C)C=1)(C)C>O1CCOCC1>[CH2:34]([NH:41][C:2]1[CH:11]=[C:10]2[C:5]([CH:6]=[C:7]([C:14]3[CH:15]=[C:16]([NH:21][C:22](=[O:33])[C:23]4[CH:28]=[CH:27][CH:26]=[C:25]([C:29]([F:31])([F:30])[F:32])[CH:24]=4)[CH:17]=[CH:18][C:19]=3[CH3:20])[C:8](=[O:13])[N:9]2[CH3:12])=[CH:4][N:3]=1)[C:35]1[CH:40]=[CH:39][CH:38]=[CH:37][CH:36]=1 |f:2.3|. Conditions: time 14 hour. Starting materials: O1CCOC2=C1C=CC(=C2)COC2CN(CCC2C2=CC=C(C=C2)F)C(=O)OC(C)(C)C (tert-butyl (3RS,4RS)-3-(2,3-dihydro-benzo[1,4]dioxin-6-ylmethoxy)-4-(4-fluorophenyl)-piperidine-1-carboxylate). Reagents/catalysts: [Br-].[Zn+2].[Br-] (zinc bromide). Solvent: C(Cl)Cl (methylene chloride). Run at time 5 hour. Yields the product O1CCOC2=C1C=CC(=C2)COC2CNCCC2C2=CC=C(C=C2)F ((3RS,4RS)-3-(2,3-dihydrobenzo[1,4]dioxin-6-yl-methoxy)-4-(4-fluorophenyl)-piperidine). The yield is 101.7%. As a reaction SMILES: [O:1]1[C:6]2[CH:7]=[CH:8][C:9]([CH2:11][O:12][CH:13]3[CH:18]([C:19]4[CH:24]=[CH:23][C:22]([F:25])=[CH:21][CH:20]=4)[CH2:17][CH2:16][N:15](C(OC(C)(C)C)=O)[CH2:14]3)=[CH:10][C:5]=2[O:4][CH2:3][CH2:2]1>C(Cl)Cl.[Br-].[Zn+2].[Br-]>[O:1]1[C:6]2[CH:7]=[CH:8][C:9]([CH2:11][O:12][CH:13]3[CH:18]([C:19]4[CH:20]=[CH:21][C:22]([F:25])=[CH:23][CH:24]=4)[CH2:17][CH2:16][NH:15][CH2:14]3)=[CH:10][C:5]=2[O:4][CH2:3][CH2:2]1 |f:2.3.4|. Procedure: A solution of 280 mg (0.63 mmol) of tert-butyl (3RS,4RS)-3-(2,3-dihydro-benzo[1,4]dioxin-6-ylmethoxy)-4-(4-fluorophenyl)-piperidine-1-carboxylate in 5 ml of dry methylene chloride was treated with 808 mg (1.89 mmol) of anhydrous zinc bromide and the mixture was stirred at room temperature for 5 hours. Subsequently, the solvent was distilled off under reduced pressure, the residue was taken up in 10 ml of methanol, treated with 2 ml of 2N sodium hydroxide solution and the solid was separated. The... The reactants are ClC=1C=CC(=C(C1)C1=CC(N(C=C1OC)C(C(=O)O)CC1COCC1)=O)C#N (2-[4-(5-chloro-2-cyanophenyl)-5-methoxy-2-oxopyridin-1(2H)-yl]-3-(tetrahydrofuran-3-yl)propanoic acid), NC1=CC=C(C(=O)OC(C)(C)C)C=C1 (tert-butyl 4-aminobenzoate). Product: ClC=1C=CC(=C(C1)C1=CC(N(C=C1OC)C(C(=O)NC1=CC=C(C(=O)OC(C)(C)C)C=C1)CC1COCC1)=O)C#N (tert-Butyl 4-({2-[4-(5-chloro-2-cyanophenyl)-5-methoxy-2-oxopyridin-1(2H)-yl]-3-(tetrahydrofuran-3-yl)propanoyl}amino)benzoate). RXN SMILES: [Cl:1][C:2]1[CH:3]=[CH:4][C:5]([C:27]#[N:28])=[C:6]([C:8]2[C:13]([O:14][CH3:15])=[CH:12][N:11]([CH:16]([CH2:20][CH:21]3[CH2:25][CH2:24][O:23][CH2:22]3)[C:17](O)=[O:18])[C:10](=[O:26])[CH:9]=2)[CH:7]=1.[NH2:29][C:30]1[CH:42]=[CH:41][C:33]([C:34]([O:36][C:37]([CH3:40])([CH3:39])[CH3:38])=[O:35])=[CH:32][CH:31]=1>>[Cl:1][C:2]1[CH:3]=[CH:4][C:5]([C:27]#[N:28])=[C:6]([C:8]2[C:13]([O:14][CH3:15])=[CH:12][N:11]([CH:16]([CH2:20][CH:21]3[CH2:25][CH2:24][O:23][CH2:22]3)[C:17]([NH:29][C:30]3[CH:42]=[CH:41][C:33]([C:34]([O:36][C:37]([CH3:38])([CH3:39])[CH3:40])=[O:35])=[CH:32][CH:31]=3)=[O:18])[C:10](=[O:26])[CH:9]=2)[CH:7]=1. Reported procedure: 900 mg (purity 94%, 2.1 mmol) of 2-[4-(5-chloro-2-cyanophenyl)-5-methoxy-2-oxopyridin-1(2H)-yl]-3-(tetrahydrofuran-3-yl)propanoic acid (mixture of racemic diastereomers) and 446 mg (2.3 mmol, 1.1 eq.) of tert-butyl 4-aminobenzoate were reacted according to General Method 5A. Yield: 682 mg (purity 97%, 54% of theory) and 113 mg (purity 92%, 9% of theory) The reactants are [H-].C(C(C)C)[Al+]CC(C)C (Diisobutylaluminum hydride), [Si](C)(C)(C(C)(C)C)O[C@@H](C(=O)OC)C1=CC(=CC(=C1)Cl)Cl (methyl (R)-2-[tert-butyl(dimethyl)silyl]oxy-2-(3,5-dichlorophenyl)ethanoate), [C@@H]([C@H](C(=O)[O-])O)(C(=O)[O-])O.[Na+].[K+] (Rochelle's salt). The solvent is C(C)(=O)OCC (ethyl acetate), C1(=CC=CC=C1)C (toluene). Product: [Si](C)(C)(C(C)(C)C)O[C@@H](C=O)C1=CC(=CC(=C1)Cl)Cl ((2R)-2-[tert-butyl(dimethyl)silyl]oxy-2-(3,5-dichlorophenyl)ethanal). Yield: 98.7%. Reaction SMILES: [H-].C([Al+]CC(C)C)C(C)C.[Si:11]([O:18][C@H:19]([C:24]1[CH:29]=[C:28]([Cl:30])[CH:27]=[C:26]([Cl:31])[CH:25]=1)[C:20](OC)=[O:21])([C:14]([CH3:17])([CH3:16])[CH3:15])([CH3:13])[CH3:12].[C@H](O)(C([O-])=O)[C@@H](O)C([O-])=O.[Na+].[K+]>C1(C)C=CC=CC=1.C(OCC)(=O)C>[Si:11]([O:18][C@H:19]([C:24]1[CH:29]=[C:28]([Cl:30])[CH:27]=[C:26]([Cl:31])[CH:25]=1)[CH:20]=[O:21])([C:14]([CH3:17])([CH3:16])[CH3:15])([CH3:13])[CH3:12] |f:0.1,3.4.5|. Procedure details: Diisobutylaluminum hydride (56.5 mL, 1.5 M in toluene) was added dropwise over 1 h to a cooled (−78° C.) solution of methyl (R)-2-[tert-butyl(dimethyl)silyl]oxy-2-(3,5-dichlorophenyl)ethanoate (14.81 g) in toluene (150 mL) under nitrogen. The resulting colorless solution was stirred at this temperature for 1 h, before a saturated aqueous solution of Rochelle's salt (70 mL) was added dropwise. The resulting mixture was allowed to warm to room temperature, and was then diluted with ethyl acetate. ... Reactants: O1CCN(CC1)CCCNC1=C(C=CC=C1)[N+](=O)[O-] (N-(3-morpholinopropyl)-2-nitroaniline). Reagents/catalysts: [C].[Pd] (palladium-carbon). Run in C(C)O (ethanol). Conditions: time 7 hour. Product: O1CCN(CC1)CCCNC=1C(=CC=CC1)N (N-(3-Morpholinopropyl)-1,2-benzenediamine). The yield is 72.3%. As a reaction SMILES: [O:1]1[CH2:6][CH2:5][N:4]([CH2:7][CH2:8][CH2:9][NH:10][C:11]2[CH:16]=[CH:15][CH:14]=[CH:13][C:12]=2[N+:17]([O-])=O)[CH2:3][CH2:2]1>C(O)C.[C].[Pd]>[O:1]1[CH2:2][CH2:3][N:4]([CH2:7][CH2:8][CH2:9][NH:10][C:11]2[C:12]([NH2:17])=[CH:13][CH:14]=[CH:15][CH:16]=2)[CH2:5][CH2:6]1 |f:2.3|. Procedure: 10% of palladium-carbon (0.237 g) was added to a solution containing N-(3-morpholinopropyl)-2-nitroaniline (1.040 g) in ethanol (12 ml) and the mixture was stirred for 7 hours under a hydrogen gas atmosphere at room temperature. After the catalyst was removed out by filtration, the filtrate was concentrated, thereby yielding the entitled compound (0.667 g) as blackish brown solid. Starting materials: N#Cc1ccc(Nn2cncn2)cc1, ClCc1ccc(I)cc1. The product is N#Cc1ccc(N(Cc2ccc(I)cc2)n2cncn2)cc1. Reaction SMILES: [C:1](#[N:2])[c:3]1[cH:4][cH:5][c:6]([NH:9][n:10]2[n:11][cH:12][n:13][cH:14]2)[cH:7][cH:8]1.[I:15][c:16]1[cH:17][cH:18][c:19]([CH2:20][Cl:21])[cH:22][cH:23]1>>[C:1](#[N:2])[c:3]1[cH:4][cH:5][c:6]([N:9]([n:10]2[n:11][cH:12][n:13][cH:14]2)[CH2:20][c:19]2[cH:18][cH:17][c:16]([I:15])[cH:23][cH:22]2)[cH:7][cH:8]1. The reactants are CC(=O)O, CCSc1c(Cl)ccc(C(=O)O)c1C, OO. The product is CCS(=O)c1c(Cl)ccc(C(=O)O)c1C. Reaction SMILES: [CH3:17][C:18](=[O:19])[OH:20].[Cl:1][c:2]1[c:3]([S:12][CH2:13][CH3:14])[c:4]([CH3:11])[c:5]([C:6](=[O:7])[OH:8])[cH:9][cH:10]1.[OH:15][OH:16]>>[Cl:1][c:2]1[c:3]([S:12]([CH2:13][CH3:14])=[O:15])[c:4]([CH3:11])[c:5]([C:6](=[O:7])[OH:8])[cH:9][cH:10]1. Reactants: CO, [H][H], CC(=O)C(Oc1ccccc1)[N+](=O)[O-], CC(=O)COc1ccccc1[N+](=O)[O-], O. The product is CC1COc2ccccc2N1. As a reaction SMILES: [CH3:32][OH:33].[H:1][H:2].[N+:18]([CH:19]([O:20][c:21]1[cH:22][cH:23][cH:24][cH:25][cH:26]1)[C:27](=[O:28])[CH3:29])([O-:30])=[O:31].[N+:3]([O-:5])([c:6]1[c:7]([O:8][CH2:9][C:10](=[O:4])[CH3:11])[cH:13][cH:14][cH:15][cH:16]1)=[O:12].[OH2:17]>>[NH:3]1[c:6]2[c:7]([cH:13][cH:14][cH:15][cH:16]2)[O:8][CH2:9][CH:10]1[CH3:11]. Starting materials: CCCCCC=CCC=CCCO, O=S(=O)(O)O, Cc1ccc(S(=O)(=O)Cl)cc1, c1ccncc1. The product is CCCCCC=CCC=CCCOS(=O)(=O)c1ccc(C)cc1. As a reaction SMILES: [CH2:12]([CH2:13][CH:14]=[CH:15][CH2:16][CH:17]=[CH:18][CH2:19][CH2:20][CH2:21][CH2:22][CH3:23])[OH:24].[S:25](=[O:26])(=[O:27])([OH:28])[OH:29].[c:1]1([CH3:11])[cH:2][cH:3][c:4]([S:7](=[O:8])(=[O:9])[Cl:10])[cH:5][cH:6]1.[cH:30]1[cH:31][cH:32][n:33][cH:34][cH:35]1>>[c:1]1([CH3:11])[cH:2][cH:3][c:4]([S:7](=[O:8])(=[O:9])[O:24][CH2:12][CH2:13][CH:14]=[CH:15][CH2:16][CH:17]=[CH:18][CH2:19][CH2:20][CH2:21][CH2:22][CH3:23])[cH:5][cH:6]1.